From a dataset of the Open Reaction Database (ORD), a public repository of structured organic reaction records. describe an organic reaction: reactants, conditions, products, and yield The reactants are C(C1=CC=CC=C1)OC(=O)NC(=N)C1=CC=C(OCCCCN2C(C(N(CC2)C(C(=O)OC(C2=CC=CC=C2)C2=CC=CC=C2)C2=CC=CC=C2)=O)=O)C=C1 (diphenylmethyl α-[4-[4-(4-benzyloxycarbonylamidinophenoxy)butyl]-2,3-dioxopiperazin-1-yl]-α-phenylacetate), Cl (hydrochloric acid). The reagents and catalysts are [C].[Pd] (palladium-carbon). The solvent is CN(C=O)C (N,N-dimethylformamide). Reaction conditions: time 3 hour. Yields the product C(N)(=N)C1=CC=C(OCCCCN2C(C(N(CC2)C(C(=O)O)C2=CC=CC=C2)=O)=O)C=C1 (α-[4-[4-(4-amidinophenoxy)butyl]-2,3-dioxopiperazin-1-yl]-α-phenylacetic acid). Yield: 67.4%. RXN SMILES: C(OC([NH:11][C:12]([C:14]1[CH:55]=[CH:54][C:17]([O:18][CH2:19][CH2:20][CH2:21][CH2:22][N:23]2[CH2:28][CH2:27][N:26]([CH:29]([C:46]3[CH:51]=[CH:50][CH:49]=[CH:48][CH:47]=3)[C:30]([O:32]C(C3C=CC=CC=3)C3C=CC=CC=3)=[O:31])[C:25](=[O:52])[C:24]2=[O:53])=[CH:16][CH:15]=1)=[NH:13])=O)C1C=CC=CC=1.Cl>[C].[Pd].CN(C)C=O>[C:12]([C:14]1[CH:15]=[CH:16][C:17]([O:18][CH2:19][CH2:20][CH2:21][CH2:22][N:23]2[CH2:28][CH2:27][N:26]([CH:29]([C:46]3[CH:47]=[CH:48][CH:49]=[CH:50][CH:51]=3)[C:30]([OH:32])=[O:31])[C:25](=[O:52])[C:24]2=[O:53])=[CH:54][CH:55]=1)(=[NH:11])[NH2:13] |f:2.3|. Reported procedure: A mixture of 0.25 g of diphenylmethyl α-[4-[4-(4-benzyloxycarbonylamidinophenoxy)butyl]-2,3-dioxopiperazin-1-yl]-α-phenylacetate, 0.13 g of 5% palladium-carbon, 0.34 ml of 1N hydrochloric acid and 5 ml of N,N-dimethylformamide was subjected to hydrogenation at ordinary temperature and atmospheric pressure for 3 hours. Then, the pallasium-carbon was filtered off and the filtrate was concentrated under reduced pressure. To the resulting residue were added 2 ml of ethyl acetate, 5 ml of water and 3... The reactants are CCCCCCOc1ccc(C(=O)NN)cc1, COC(=O)c1ccc(C(=O)O)cc1, [Cl-], C1CCOC1, O, c1ccncc1. Yields the product CCCCCCOc1ccc(C(=O)NNC(=O)c2ccc(C(=O)OC)cc2)cc1. Reaction SMILES: [CH2:1]([CH2:2][CH2:3][CH2:4][CH2:5][CH3:6])[O:7][c:8]1[cH:9][cH:10][c:11]([C:12](=[O:13])[NH:14][NH2:15])[cH:16][cH:17]1.[CH3:25][O:26][C:27]([c:28]1[cH:29][cH:30][c:31]([C:32](=[O:33])[OH:34])[cH:35][cH:36]1)=[O:37].[Cl-:24].[O:39]1[CH2:40][CH2:41][CH2:42][CH2:43]1.[OH2:38].[cH:18]1[cH:19][cH:20][n:21][cH:22][cH:23]1>>[CH2:1]([CH2:2][CH2:3][CH2:4][CH2:5][CH3:6])[O:7][c:8]1[cH:9][cH:10][c:11]([C:12](=[O:13])[NH:14][NH:15][C:32]([c:31]2[cH:30][cH:29][c:28]([C:27]([O:26][CH3:25])=[O:37])[cH:36][cH:35]2)=[O:33])[cH:16][cH:17]1.